describe an organic reaction: reactants, conditions, products, and yield From a dataset of the Open Reaction Database (ORD), a public repository of structured organic reaction records. Starting materials: CCOC(=O)C(Br)Cc1ccccc1, CN1CCNCC1, CO, ClCCl. Product: CCOC(=O)C(Cc1ccccc1)N1CCN(C)CC1. RXN SMILES: [Br:1][CH:2]([C:3](=[O:4])[O:5][CH2:6][CH3:7])[CH2:8][c:9]1[cH:10][cH:11][cH:12][cH:13][cH:14]1.[CH3:15][N:16]1[CH2:17][CH2:18][NH:19][CH2:20][CH2:21]1.[CH3:25][OH:26].[Cl:22][CH2:23][Cl:24]>>[CH:2]([C:3](=[O:4])[O:5][CH2:6][CH3:7])([CH2:8][c:9]1[cH:10][cH:11][cH:12][cH:13][cH:14]1)[N:19]1[CH2:18][CH2:17][N:16]([CH3:15])[CH2:21][CH2:20]1. Starting materials: off-white solid, ClC=1C=C(CSC=2C(OC(=CC2O)C)=O)C=CC1Cl (3-(3,4-Dichlorobenzylthio)-4-hydroxy-6-methyl-2-pyrone), C(C)(=O)OO (peroxyacetic acid), peroxide. Run in C(C)(=O)O (acetic acid). The product is ClC=1C=C(CS(=O)C=2C(OC(=CC2O)C)=O)C=CC1Cl (3-(3,4-Dichlorobenzylsulfinyl)- 4 -hydroxy-6-methyl-2-pyrone). As a reaction SMILES: [Cl:1][C:2]1[CH:3]=[C:4]([CH:16]=[CH:17][C:18]=1[Cl:19])[CH2:5][S:6][C:7]1[C:8](=[O:15])[O:9][C:10]([CH3:14])=[CH:11][C:12]=1[OH:13].C(OO)(=[O:22])C>C(O)(=O)C>[Cl:1][C:2]1[CH:3]=[C:4]([CH:16]=[CH:17][C:18]=1[Cl:19])[CH2:5][S:6]([C:7]1[C:8](=[O:15])[O:9][C:10]([CH3:14])=[CH:11][C:12]=1[OH:13])=[O:22]. Procedure details: 3-(3,4-Dichlorobenzylthio)-4-hydroxy-6-methyl-2-pyrone (12.0 g., 0.037 mole) and 40% peroxyacetic acid (7.2 g., 0.0378 mole) were dissolved in glacial acetic acid (200 ml.). After a day there was no peroxide left and a solid had crystallized. The mixture was diluted with water and extracted with methylene chloride. The extract was dried (MgSO4) and evaporated to dryness leaving 11.9 g. (95 percent) of an off-white solid. Recrystallization from benzene gave the pure product as a white solid, m.p.... Starting materials: C=Cc1cc(Br)c(OC(C)=O)c(Br)c1, C1CCOC1, CO, Cl, NN, O, O. Yields the product C=Cc1cc(Br)c(O)c(Br)c1. RXN SMILES: [C:1](=[O:2])([CH3:3])[O:4][c:5]1[c:6]([Br:14])[cH:7][c:8]([CH:9]=[CH2:10])[cH:11][c:12]1[Br:13].[CH2:20]1[O:21][CH2:22][CH2:23][CH2:24]1.[CH3:25][OH:26].[ClH:19].[NH2:16][NH2:17].[OH2:15].[OH2:18]>>[OH:4][c:5]1[c:6]([Br:14])[cH:7][c:8]([CH:9]=[CH2:10])[cH:11][c:12]1[Br:13].